From a dataset of the Open Reaction Database (ORD), a public repository of structured organic reaction records. describe an organic reaction: reactants, conditions, products, and yield The reactants are BrCCCN1C(C=2C(C1=O)=CC=CC2)=O (N-(3-bromopropyl)phthalimide), S1C(=CC=C1)C(C1=CC=CC=C1)=C1CCNCC1 (4-[α-(2-thienyl)benzylidene]piperidine). Yields the product S1C(=CC=C1)C(C1=CC=CC=C1)=C1CCN(CC1)CCCN1C(C=2C(C1=O)=CC=CC2)=O (4-[α-(2-Thienyl)benzylidene]-1-(3-phthalimidopropyl)piperidine). The yield is 84.0%. As a reaction SMILES: Br[CH2:2][CH2:3][CH2:4][N:5]1[C:9](=[O:10])[C:8]2=[CH:11][CH:12]=[CH:13][CH:14]=[C:7]2[C:6]1=[O:15].[S:16]1[CH:20]=[CH:19][CH:18]=[C:17]1[C:21](=[C:28]1[CH2:33][CH2:32][NH:31][CH2:30][CH2:29]1)[C:22]1[CH:27]=[CH:26][CH:25]=[CH:24][CH:23]=1>>[S:16]1[CH:20]=[CH:19][CH:18]=[C:17]1[C:21](=[C:28]1[CH2:33][CH2:32][N:31]([CH2:2][CH2:3][CH2:4][N:5]2[C:9](=[O:10])[C:8]3=[CH:11][CH:12]=[CH:13][CH:14]=[C:7]3[C:6]2=[O:15])[CH2:30][CH2:29]1)[C:22]1[CH:27]=[CH:26][CH:25]=[CH:24][CH:23]=1. Procedure: The title compound was prepared in a yield of 84% in a similar manner to that described in Preparation 1' by reacting N-(3-bromopropyl)phthalimide and 4-[α-(2-thienyl)benzylidene]piperidine. Reactants: COC(C1=CC(=CC=C1)NC(CN1C(N(C2=C(C(=N1)C1CCCCC1)C=CC=C2)CC(C(C)(C)C)=O)=O)=O)=O (3-{2-[5-Cyclohexyl-1-(3,3-dimethyl-2-oxo-butyl)-2-oxo-1,2-dihydro-3H-1,3,4-benzotriazepin-3-yl]-acetylamino}-benzoic acid methyl ester), C(C)OC(CN1C=CC2=C(C=CC=C12)N)=O ((4-amino-indol-1-yl)-acetic acid ethyl ester). Product: C(C)OC(CN1C(N(C2=C(C(=N1)C1CCCCC1)C=CC=C2)CC(C(C)(C)C)=O)=O)=O ([5-cyclohexyl-1-(3,3-dimethyl-2-oxo-butyl)-2-oxo-1,2-dihydro-3H-1,3,4-benzotriazepin-3-yl]-acetic acid ethyl ester). As a reaction SMILES: COC(=O)C1C=CC=C(N[C:11](=[O:38])[CH2:12][N:13]2[N:19]=[C:18]([CH:20]3[CH2:25][CH2:24][CH2:23][CH2:22][CH2:21]3)[C:17]3[CH:26]=[CH:27][CH:28]=[CH:29][C:16]=3[N:15]([CH2:30][C:31](=[O:36])[C:32]([CH3:35])([CH3:34])[CH3:33])[C:14]2=[O:37])C=1.[CH2:40]([O:42]C(=O)CN1C2C(=C(N)C=CC=2)C=C1)[CH3:41]>>[CH2:40]([O:42][C:11](=[O:38])[CH2:12][N:13]1[N:19]=[C:18]([CH:20]2[CH2:21][CH2:22][CH2:23][CH2:24][CH2:25]2)[C:17]2[CH:26]=[CH:27][CH:28]=[CH:29][C:16]=2[N:15]([CH2:30][C:31](=[O:36])[C:32]([CH3:34])([CH3:33])[CH3:35])[C:14]1=[O:37])[CH3:41]. Procedure: The title compound was obtained by the method used in the preparation of 3-{2-[5-cyclohexyl-1-(3,3-dimethyl-2-oxo-butyl)-2-oxo-1,2-dihydro-3H-1,3,4-benzotriazepin-3-yl]-acetylamino}-benzoic acid methyl ester (Example 1) except that (4-amino-indol-1-yl)-acetic acid ethyl ester (prepared in two steps from 4-nitroindole) was used instead of 3-amino-benzoic acid methyl ester in step e, followed by reaction of the product obtained, in place of [5-cyclohexyl-1-(3,3-dimethyl-2-oxo-butyl)-2-oxo-1,2-dihy... The reactants are Sc1nnc(Br)n1-c1ccc(C2CC2)c2ccccc12, CCOC(=O)C(C)(C)Br, CCN(C(C)C)C(C)C, CN(C)C=O. Product: CCOC(=O)C(C)(C)Sc1nnc(Br)n1-c1ccc(C2CC2)c2ccccc12. Reaction SMILES: [Br:1][c:2]1[n:3](-[c:8]2[cH:9][cH:10][c:11]([CH:18]3[CH2:19][CH2:20]3)[c:12]3[cH:13][cH:14][cH:15][cH:16][c:17]23)[c:4]([SH:7])[n:5][n:6]1.[Br:21][C:22]([C:23](=[O:24])[O:25][CH2:26][CH3:27])([CH3:28])[CH3:29].[CH:30]([N:31]([CH:32]([CH3:33])[CH3:34])[CH2:35][CH3:36])([CH3:37])[CH3:38].[O:39]=[CH:40][N:41]([CH3:42])[CH3:43]>>[Br:1][c:2]1[n:3](-[c:8]2[cH:9][cH:10][c:11]([CH:18]3[CH2:19][CH2:20]3)[c:12]3[cH:13][cH:14][cH:15][cH:16][c:17]23)[c:4]([S:7][C:22]([C:23](=[O:24])[O:25][CH2:26][CH3:27])([CH3:28])[CH3:29])[n:5][n:6]1. Starting materials: BrCc1ccccc1, O=C([O-])[O-], CC(C)=O, [K+], [K+], COC(=O)c1ccc(O)cc1. Yields the product COC(=O)c1ccc(OCc2ccccc2)cc1. Reaction SMILES: [Br:18][CH2:19][c:20]1[cH:21][cH:22][cH:23][cH:24][cH:25]1.[C:12](=[O:13])([O-:14])[O-:15].[CH3:26][C:27](=[O:28])[CH3:29].[K+:16].[K+:17].[OH:1][c:2]1[cH:3][cH:4][c:5]([C:6](=[O:7])[O:8][CH3:9])[cH:10][cH:11]1>>[O:1]([c:2]1[cH:3][cH:4][c:5]([C:6](=[O:7])[O:8][CH3:9])[cH:10][cH:11]1)[CH2:19][c:20]1[cH:21][cH:22][cH:23][cH:24][cH:25]1. Starting materials: ClC=1C=2NC=3C=C4N(C(OC4=C(CCC4=CC=CC(NC(=NC1)N2)=C4)C3)=O)COCC[Si](C)(C)C (4-chloro-20-{[2-(trimethylsilyl)ethoxy]methyl}-18-oxa-2,6,8,20,25-pentaazapentacyclo[14.6.1.1(3,7).1(9,13).0(17,21)]pentacosa-1(23),3(25),4,6,9(24),10,12,16,21-nonaen-19-one), O (water), C(C)(=O)OCC (ethyl acetate), N (ammonia), O (water). The solvent is C(=O)(C(F)(F)F)O (TFA). Reaction conditions: temperature 20 celsius, time 1 hour. Product: ClC=1C=2NC=3C=C4NC(OC4=C(CCC4=CC=CC(NC(=NC1)N2)=C4)C3)=O (4-Chloro-18-oxa-2,6,8,20,25-pentaazapentacyclo[14.6.1.1(3,7).1(9,13).0(17,21)]pentacosa-1(23),3(25),4,6,9(24),10,12,16,21-nonaen-19-one). Isolated yield 102.1%. As a reaction SMILES: [Cl:1][C:2]1[C:3]2[NH:4][C:5]3[CH:6]=[C:7]4[C:11](=[C:12]([CH:26]=3)[CH2:13][CH2:14][C:15]3[CH:25]=[C:19]([NH:20][C:21]([N:24]=2)=[N:22][CH:23]=1)[CH:18]=[CH:17][CH:16]=3)[O:10][C:9](=[O:27])[N:8]4COCC[Si](C)(C)C.N.O.C(OCC)(=O)C>C(O)(C(F)(F)F)=O>[Cl:1][C:2]1[C:3]2[NH:4][C:5]3[CH:6]=[C:7]4[C:11](=[C:12]([CH:26]=3)[CH2:13][CH2:14][C:15]3[CH:25]=[C:19]([NH:20][C:21]([N:24]=2)=[N:22][CH:23]=1)[CH:18]=[CH:17][CH:16]=3)[O:10][C:9](=[O:27])[NH:8]4. Procedure: A solution of 4-chloro-20-{[2-(trimethylsilyl)ethoxy]methyl}-18-oxa-2,6,8,20,25-pentaazapentacyclo[14.6.1.1(3,7).1(9,13).0(17,21)]pentacosa-1(23),3(25),4,6,9(24),10,12,16,21-nonaen-19-one (25 mg, 49 μmol) in TFA (1.5 mL) was stirred at 20° C. for 30 min. The reaction mixture was concentrated and reconcentrated from dichloromethane to a residue. This residue was dissolved in THF (1.5 mL) and treated with 20 M of ammonia in water (1 mL, 20 mmol) dropwise and stirred at 20° C. for 1 h. The reaction... Reactants: ClCCl, CC(=O)OC(C)=O, CN(C)c1ccncc1, CN1CCc2cc(Cl)c(N)cc2C(c2ccccc2)C1. The product is CC(=O)Nc1cc2c(cc1Cl)CCN(C)CC2c1ccccc1. Reaction SMILES: [CH2:28]([Cl:29])[Cl:30].[CH3:21][C:22](=[O:23])[O:24][C:25](=[O:26])[CH3:27].[CH3:31][N:32]([CH3:33])[c:34]1[cH:35][cH:36][n:37][cH:38][cH:39]1.[NH2:1][c:2]1[c:3]([Cl:20])[cH:4][c:5]2[c:6]([cH:19]1)[CH:7]([c:13]1[cH:14][cH:15][cH:16][cH:17][cH:18]1)[CH2:8][N:9]([CH3:12])[CH2:10][CH2:11]2>>[NH:1]([c:2]1[c:3]([Cl:20])[cH:4][c:5]2[c:6]([cH:19]1)[CH:7]([c:13]1[cH:14][cH:15][cH:16][cH:17][cH:18]1)[CH2:8][N:9]([CH3:12])[CH2:10][CH2:11]2)[C:22]([CH3:21])=[O:23].